From a dataset of the Open Reaction Database (ORD), a public repository of structured organic reaction records. describe an organic reaction: reactants, conditions, products, and yield Conditions: temperature 120 celsius. Yields the product NC1=NC(=C(C(=N1)N[C@H](CCO)CCC)CC1=C(C=C(CN(CC(=O)OCC)CC)C=C1)OC)C ((S)-ethyl 2-((4-((2-amino-4-(1-hydroxyhexan-3-ylamino)-6-methylpyrimidin-5-yl)methyl)-3-methoxybenzyl)(ethyl)amino)acetate). The solvent is C(CC)#N (propionitrile). Isolated yield 78.8%. Starting materials: FC(C(=O)O)(F)F (Trifluoroacetic acid), N[C@H](CCO)CCC ((S)-3-aminohexan-1-ol), NC1=NC(=C(C(=N1)OS(=O)(=O)C1=C(C=C(C=C1C)C)C)CC1=C(C=C(CN(CC(=O)OCC)CC)C=C1)OC)C (ethyl 2-((4-((2-amino-4-(mesitylsulfonyloxy)-6-methylpyrimidin-5-yl)methyl)-3-methoxybenzyl)(ethyl)amino)acetate). Procedure: Trifluoroacetic acid (0.066 mL) was added to a mixture of (S)-3-aminohexan-1-ol (300 mg) and the product from step (vii) (490 mg) in propionitrile (5 mL). The mixture was heated at 120° C. for 16 h and cooled to RT. The solvent was removed by evaporation. The residue was purified by flash column chromatography on amino silica gel to afford the sub-title compound (330 mg) as a colourless gum; 1H NMR (CDCl3); 6.94 (1H, s), 6.88 (1H, d), 6.79 (1H, d), 4.66 (1H, d), 4.58 (2H, br s), 4.13 (2H, q), 4.... Reaction SMILES: FC(F)(F)C(O)=O.[NH2:8][C@@H:9]([CH2:13][CH2:14][CH3:15])[CH2:10][CH2:11][OH:12].[NH2:16][C:17]1[N:22]=[C:21](OS(C2C(C)=CC(C)=CC=2C)(=O)=O)[C:20]([CH2:36][C:37]2[CH:52]=[CH:51][C:40]([CH2:41][N:42]([CH2:49][CH3:50])[CH2:43][C:44]([O:46][CH2:47][CH3:48])=[O:45])=[CH:39][C:38]=2[O:53][CH3:54])=[C:19]([CH3:55])[N:18]=1>C(#N)CC>[NH2:16][C:17]1[N:22]=[C:21]([NH:8][C@@H:9]([CH2:13][CH2:14][CH3:15])[CH2:10][CH2:11][OH:12])[C:20]([CH2:36][C:37]2[CH:52]=[CH:51][C:40]([CH2:41][N:42]([CH2:49][CH3:50])[CH2:43][C:44]([O:46][CH2:47][CH3:48])=[O:45])=[CH:39][C:38]=2[O:53][CH3:54])=[C:19]([CH3:55])[N:18]=1.